This data is from the Open Reaction Database (ORD), a public repository of structured organic reaction records. The task is: describe an organic reaction: reactants, conditions, products, and yield Procedure details: 66 g of 85% strength potassium hydroxide solution and 750 ml of tert-butanol were placed in a 1 l 4-necked flask, and the mixture was heated briefly at reflux with stirring. Then 8.3 g of potassium iodide were added, the mixture was cooled to room temperature and 200 g of 2-methyl-6-benzylidene-cyclohexanone were added. 101 g of methyl chloride were passed in at room temperature over 8 hours. The mixture was subsequently stirred at room temperature for 8 hours, and then 450 ml of tert-butanol we... Yields the product CC1(C(C(CCC1)=CC1=CC=CC=C1)=O)C (2,2-Dimethyl-6-benzylidene-cyclohexanone). Starting materials: CCl (methyl chloride), [OH-].[K+] (potassium hydroxide), CC1C(C(CCC1)=CC1=CC=CC=C1)=O (2-methyl-6-benzylidene-cyclohexanone), [I-].[K+] (potassium iodide). The solvent is C(C)(C)(C)O (tert-butanol). RXN SMILES: [OH-].[K+].[I-].[K+].[CH3:5][CH:6]1[CH2:11][CH2:10][CH2:9][C:8](=[CH:12][C:13]2[CH:18]=[CH:17][CH:16]=[CH:15][CH:14]=2)[C:7]1=[O:19].[CH3:20]Cl>C(O)(C)(C)C>[CH3:5][C:6]1([CH3:20])[CH2:11][CH2:10][CH2:9][C:8](=[CH:12][C:13]2[CH:14]=[CH:15][CH:16]=[CH:17][CH:18]=2)[C:7]1=[O:19] |f:0.1,2.3|.